This data is from the Open Reaction Database (ORD), a public repository of structured organic reaction records. The task is: describe an organic reaction: reactants, conditions, products, and yield The reactants are COC=1C=C(C(=O)N2C=NC=C2)C=C(C1OC)[N+](=O)[O-] (1-(3,4-dimethoxy-5-nitrobenzoyl)imidazole), C(C)(N)=NO (acetamidoxime), ice water. Solvent: CN(C=O)C (dimethylformamide). Run at time 1 hour. Product: COC=1C=C(C(=O)ON=C(C)N)C=C(C1OC)[N+](=O)[O-] (N'-[(3,4-dimethoxy-5-nitrobenzoyl)oxy]acetamidine). Reaction SMILES: [CH3:1][O:2][C:3]1[CH:4]=[C:5]([CH:13]=[C:14]([N+:18]([O-:20])=[O:19])[C:15]=1[O:16][CH3:17])[C:6](N1C=CN=C1)=[O:7].[C:21](=[N:24][OH:25])([NH2:23])[CH3:22]>CN(C)C=O>[CH3:1][O:2][C:3]1[CH:4]=[C:5]([CH:13]=[C:14]([N+:18]([O-:20])=[O:19])[C:15]=1[O:16][CH3:17])[C:6]([O:25][N:24]=[C:21]([NH2:23])[CH3:22])=[O:7]. Reported procedure: 10.0 g of 1-(3,4-dimethoxy-5-nitrobenzoyl)imidazole in 50 ml of dimethylformamide are treated with 6.95 g of acetamidoxime, whereupon the mixture is stirred at 70° for 1 hour. After cooling, the mixture is poured into 500 ml of ice-water and stirred for 30 minutes. The separated crystals are filtered under suction and washed with water. After crystallization from ethyl acetate there is obtained N'-[(3,4-dimethoxy-5-nitrobenzoyl)oxy]acetamidine in the form of colorless crystals of m.p. 165°-166°. The reactants are ClC1=NC(=NC(=N1)Cl)N1CC2CCC(C1)CC2 (3-(4,6-Dichloro-s-triazin-2-yl)-3-azabicyclo[3.2.2]nonane), C(C)(C)(C)N (t-butylamine). Product: C(C)(C)(C)NC1=NC(=NC(=N1)NC(C)(C)C)N1CC2CCC(C1)CC2 (3-[4,6-bis(tert-butylamino)-s-triazin-2-yl]-3-azabicyclo[3.2.2]nonane). RXN SMILES: Cl[C:2]1[N:7]=[C:6](Cl)[N:5]=[C:4]([N:9]2[CH2:15][CH:14]3[CH2:16][CH2:17][CH:11]([CH2:12][CH2:13]3)[CH2:10]2)[N:3]=1.[C:18]([NH2:22])([CH3:21])([CH3:20])[CH3:19]>>[C:18]([NH:22][C:2]1[N:7]=[C:6]([NH:22][C:18]([CH3:21])([CH3:20])[CH3:19])[N:5]=[C:4]([N:9]2[CH2:15][CH:14]3[CH2:16][CH2:17][CH:11]([CH2:12][CH2:13]3)[CH2:10]2)[N:3]=1)([CH3:21])([CH3:20])[CH3:19]. Procedure: 3-(4,6-Dichloro-s-triazin-2-yl)-3-azabicyclo[3.2.2]nonane (8.2 g.; 0.03 mole) and 25 ml. (0.24 mole) of t-butylamine is placed in a glass liner in a bomb and then heated in an oil bath maintained at 160°-180° C. for 16 hours. After cooling, the contents of the bomb are rinsed with chloroform and water into a flask and 50 ml. of 10 N NaOH is added. The solution is then evaporated in vacuo and the aqueous solution remaining is extracted with chloroform. The combined chloroform extracts are washed ... Starting materials: C(C)OCC (diethyl ether), [Si](C)(C)(C(C)(C)C)Cl (tert-butyldimethylsilyl chloride), N1C=NC=C1 (imidazole), N1=CC=C(C=C1)CO (4-pyridinemethanol), CN(C)C=O (DMF). Reaction conditions: time 1 hour. The product is C(C)(C)(C)C(C1=CC=NC=C1)O[SiH](C)C (4-(tertbutyidimethylsilyloxymethyl)pyridine). Reaction SMILES: [Si:1](Cl)(C(C)(C)C)([CH3:3])[CH3:2].N1[CH:13]=[CH:12][N:11]=[CH:10]1.N1C=[CH:18][C:17]([CH2:20]O)=[CH:16]C=1.C([O:24][CH2:25][CH3:26])C.[CH3:27]N(C=O)C>>[C:17]([CH:25]([O:24][SiH:1]([CH3:3])[CH3:2])[C:26]1[CH:27]=[CH:10][N:11]=[CH:12][CH:13]=1)([CH3:20])([CH3:18])[CH3:16]. Procedure: To a stirred solution of tert-butyldimethylsilyl chloride (16.6 g, 0.11 mol) and imidazole (16.3 g, 0.24 mol) in DMF (20 mL) was added 4-pyridinemethanol (10 g, 0.09 mol) and the mixture was stirred for about 1 h. The reaction mixture was poured into diethyl ether (200 mL) and the resulting solution was washed with water (100 mL). The aqueous phase was extracted with diethyl ether and the combined organic phases are washed with water, brine and dried (MgSO4). The solvent was evaporated under red... The reactants are CCCC(=O)c1cn(C(c2ccccc2)(c2ccccc2)c2ccccc2)cn1, C1CCOC1, CCCCCC, [Cl-], [Li]CCCC, [NH4+], O. Product: c1ccc(Cc2ccccc2)cc1. Reaction SMILES: [C:6]([c:7]1[n:8][cH:9][n:10]([C:16]([c:11]2[cH:12][cH:13][cH:14][cH:15][cH:29]2)([c:17]2[cH:18][cH:19][cH:20][cH:21][cH:22]2)[c:23]2[cH:24][cH:25][cH:26][cH:27][cH:28]2)[cH:30]1)(=[O:31])[CH2:32][CH2:33][CH3:34].[CH2:38]1[O:39][CH2:40][CH2:41][CH2:42]1.[CH3:43][CH2:44][CH2:45][CH2:46][CH2:47][CH3:48].[Cl-:35].[Li:1][CH2:2][CH2:3][CH2:4][CH3:5].[NH4+:36].[OH2:37]>>[CH2:16]([c:17]1[cH:18][cH:19][cH:20][cH:21][cH:22]1)[c:23]1[cH:24][cH:25][cH:26][cH:27][cH:28]1. Reactants: C1OC=2C=C(C=CC2O1)C1CC(C2=CC(=CC=C12)OCCC)=O (1-(3,4-methylenedioxyphenyl)-5-prop-1-yloxy-3-oxo-indane), ClC=1C(C(=C(C(C1Cl)=O)C#N)C#N)=O (2,3-dichloro-5,6-dicyano-1,4-benzoquinone). The solvent is O1CCOCC1 (1,4-dioxane). Product: C1OC=2C=C(C=CC2O1)C1=CC(C2=CC(=CC=C12)OCCC)=O (3-(3,4-Methylenedioxyphenyl)-6-prop-1-yloxy inden-1-one). Yield: 53.0%. As a reaction SMILES: [CH2:1]1[O:9][C:8]2[CH:7]=[CH:6][C:5]([CH:10]3[C:18]4[C:13](=[CH:14][C:15]([O:19][CH2:20][CH2:21][CH3:22])=[CH:16][CH:17]=4)[C:12](=[O:23])[CH2:11]3)=[CH:4][C:3]=2[O:2]1.ClC1C(=O)C(C#N)=C(C#N)C(=O)C=1Cl>O1CCOCC1>[CH2:1]1[O:9][C:8]2[CH:7]=[CH:6][C:5]([C:10]3[C:18]4[C:13](=[CH:14][C:15]([O:19][CH2:20][CH2:21][CH3:22])=[CH:16][CH:17]=4)[C:12](=[O:23])[CH:11]=3)=[CH:4][C:3]=2[O:2]1. Reported procedure: A solution of 1-(3,4-methylenedioxyphenyl)-5-prop-1-yloxy-3-oxo-indane (2.7 g, 9.06 mmol), 2,3-dichloro-5,6-dicyano-1,4-benzoquinone (2.45 g, 10.87 mmol) in 1,4-dioxane (80 ml) was stirred at reflux for 2 h. The solvent was removed under reduced pressure and the resulting residue was dissolved in methylene chloride and filtered. The filtrate was concentrated and flash chromatography (silica gel, 3:7 ethyl acetate:hexane) afforded the title compound as a red solid (1.48 g, 55%). The reactants are C12(CC3CC(CC(C1)C3)C2)CC=2NC(=CC2C(=O)O)C2=CC=CC=C2 (2-Adamantan-1-ylmethyl-5-phenyl-1H-pyrrole-3-carboxylic Acid), COC(C1=C(C=CC=C1)N)=O (2-amino-benzoic acid methyl ester). Product: COC(C1=C(C=CC=C1)NC(=O)C1=C(NC(=C1)C1=CC=CC=C1)CC12CC3CC(CC(C1)C3)C2)=O (2-[(2-Adamantan-1-ylmethyl-5-phenyl-1H-pyrrole-3-carbonyl)-amino]-benzoic Acid Methyl Ester). Yield: 33.1%. RXN SMILES: [C:1]12([CH2:11][C:12]3[NH:13][C:14]([C:20]4[CH:25]=[CH:24][CH:23]=[CH:22][CH:21]=4)=[CH:15][C:16]=3[C:17](O)=[O:18])[CH2:10][CH:5]3[CH2:6][CH:7]([CH2:9][CH:3]([CH2:4]3)[CH2:2]1)[CH2:8]2.[CH3:26][O:27][C:28](=[O:36])[C:29]1[CH:34]=[CH:33][CH:32]=[CH:31][C:30]=1[NH2:35]>>[CH3:26][O:27][C:28](=[O:36])[C:29]1[CH:34]=[CH:33][CH:32]=[CH:31][C:30]=1[NH:35][C:17]([C:16]1[CH:15]=[C:14]([C:20]2[CH:25]=[CH:24][CH:23]=[CH:22][CH:21]=2)[NH:13][C:12]=1[CH2:11][C:1]12[CH2:2][CH:3]3[CH2:9][CH:7]([CH2:6][CH:5]([CH2:4]3)[CH2:10]1)[CH2:8]2)=[O:18]. Procedure details: 2-Adamantan-1-ylmethyl-5-phenyl-1H-pyrrole-3-carboxylic acid (Example 1, step c) (335 mg, 1.00 mmol) was reacted with 2-amino-benzoic acid methyl ester (1.51 mg, 1.00 mmol) according to the procedure of Example 1, step d to afford the product as a pale yellow solid (155 mg, 33%). 1H NMR (300 MHz, d6-DMSO) 11.32 (1H, s), 11.24 (1H, s), 8.67 (1H, d), 8.00 (1H, d) 7.60 (3H, m), 7.40 (2H, m), 7.25 (1H, t), 7.12 (1H, t), 6.83 (1H, s), 3.92 (3H, s), 2.86 (2H, s), 1.88 (3H, s), 1.55 (12H, m). Starting materials: CO, Cl, [K+], CCCCCCCCC1CCC(=O)C1CCCCCCC(=O)OCC, [OH-]. The product is CCCCCCCCC1CCC(=O)C1CCCCCCC(=O)O. As a reaction SMILES: [CH3:29][OH:30].[ClH:28].[K+:27].[O:1]=[C:2]1[CH:3]([CH2:4][CH2:5][CH2:6][CH2:7][CH2:8][CH2:9][C:10](=[O:11])[O:12][CH2:13][CH3:14])[CH:15]([CH2:18][CH2:19][CH2:20][CH2:21][CH2:22][CH2:23][CH2:24][CH3:25])[CH2:16][CH2:17]1.[OH-:26]>>[O:1]=[C:2]1[CH:3]([CH2:4][CH2:5][CH2:6][CH2:7][CH2:8][CH2:9][C:10](=[O:11])[OH:12])[CH:15]([CH2:18][CH2:19][CH2:20][CH2:21][CH2:22][CH2:23][CH2:24][CH3:25])[CH2:16][CH2:17]1. Starting materials: COC1=CC=C2C=CC(N(C2=C1)CC=O)=O ((7-methoxy-2-oxoquinolin-1(2H)-yl)acetaldehyde), N1CCC(CC1)NC(OC(C)(C)C)=O (tert-butyl (piperidin-4-yl)carbamate), C(O)([O-])=O.[Na+] (sodium hydrogen carbonate), C(C)(=O)O[BH-](OC(C)=O)OC(C)=O.[Na+] (sodium triacetoxyborohydride). Solvent: C(C)(=O)O (acetic acid), ClCCl (dichloromethane), C(C)(=O)OCC (ethyl acetate), O (water). Run at time 10 minute. Yields the product COC1=CC=C2C=CC(N(C2=C1)CCN1CCC(CC1)NC(OC(C)(C)C)=O)=O (tert-butyl (1-(2-(7-methoxy-2-oxoquinolin-1(2H)-yl)ethyl)piperidin-4-yl)carbamate). As a reaction SMILES: [CH3:1][O:2][C:3]1[CH:12]=[C:11]2[C:6]([CH:7]=[CH:8][C:9](=[O:16])[N:10]2[CH2:13][CH:14]=O)=[CH:5][CH:4]=1.[NH:17]1[CH2:22][CH2:21][CH:20]([NH:23][C:24](=[O:30])[O:25][C:26]([CH3:29])([CH3:28])[CH3:27])[CH2:19][CH2:18]1.C(O[BH-](OC(=O)C)OC(=O)C)(=O)C.[Na+].C(=O)([O-])O.[Na+]>C(OCC)(=O)C.O.C(O)(=O)C.ClCCl>[CH3:1][O:2][C:3]1[CH:12]=[C:11]2[C:6]([CH:7]=[CH:8][C:9](=[O:16])[N:10]2[CH2:13][CH2:14][N:17]2[CH2:18][CH2:19][CH:20]([NH:23][C:24](=[O:30])[O:25][C:26]([CH3:28])([CH3:27])[CH3:29])[CH2:21][CH2:22]2)=[CH:5][CH:4]=1 |f:2.3,4.5|. Procedure: To 10 mL of a dichloromethane solution containing 0.23 g of (7-methoxy-2-oxoquinolin-1(2H)-yl)acetaldehyde, 0.21 g of tert-butyl (piperidin-4-yl)carbamate and 60 μL of acetic acid were added, and the mixture was stirred for 10 minutes. Thereto was added 0.34 g of sodium triacetoxyborohydride, and the mixture was stirred at room temperature for 4 hours and 30 minutes. The reaction mixture was added with water and ethyl acetate, and the reaction solution was neutralized with an aqueous saturated s... The reactants are CO/N=C(\C=1C=CC=CC1OC2=C(C(=NC=N2)OC=3C=CC=CC3Cl)F)/C4=NOCCO4 (fluoxastrobin), ClC(C(=O)OCC)C(=O)OCC (diethyl 2-chloromalonate), FC(C(=O)OCC)C(=O)OCC (diethyl 2-fluoromalonate), C(CC(=O)OCC)(=O)OCC (diethyl malonate), S(=O)(=O)(Cl)Cl (sulfuryl chloride). Solvent: C(=O)N (formamide). Product: FC=1C(=NC=NC1O)O (5-fluoropyrimidine-4,6-diol). Reaction SMILES: CO/N=C(/C1OCCON=1)\C1C=CC=CC=1[O:11][C:12]1[N:17]=[CH:16][N:15]=[C:14]([O:18]C2C=CC=CC=2Cl)[C:13]=1[F:26].C(OCC)(=O)CC(OCC)=O.S(Cl)(Cl)(=O)=O.ClC(C(OCC)=O)C(OCC)=O.FC(C(OCC)=O)C(OCC)=O>C(N)=O>[F:26][C:13]1[C:14]([OH:18])=[N:15][CH:16]=[N:17][C:12]=1[OH:11]. Procedure: An exemplary approach to fluoxastrobin is illustrated in Scheme 1. According to Scheme 1, the synthesis begins with chlorination of diethyl malonate (1) with a suitable chlorinating agent, for example, sulfuryl chloride. The resulting diethyl 2-chloromalonate (2) is converted to diethyl 2-fluoromalonate (3) with a suitable fluorinating reagent, such as a hydrogen fluoride-triethylamine complex. The ensuing cyclization in formamide provides 5-fluoropyrimidine-4,6-diol (4), which is treated with a... Reactants: NC1=NC=C(C=C1NC(CCC1=NC(=CC(=C1)C)N)=O)C1=CC=C(C=C1)Cl (N-[2-amino-5-(4-chloro-phenyl)-pyridin-3-yl]-3-(6-amino-4-methyl-pyridin-2-yl)-propionamide), NC1=NC=C(C=C1NC(CCC1=NC(=CC(=C1)C)N)=O)C1=CC=C(C=C1)Cl (N-[2-amino-5-(4-chloro-phenyl)-pyridin-3-yl]-3-(6-amino-4-methyl-pyridin-2-yl)-propionamide), polyphosphoric acid. The solvent is ClCCl.CO (dichloromethane methanol). Yields the product NC1=NC(=CC(=C1)C)CCC1=NC=2C(=NC=C(C2)C2=CC=C(C=C2)Cl)N1 (2-[2-(2-Amino-4-methylpyridin-6-yl)ethyl]-6-(4-chloro-phenyl)-3H-imidazo[4,5-b]pyridine). Isolated yield 17.5%. Reaction SMILES: [NH2:1][C:2]1[C:7]([NH:8][C:9](=O)[CH2:10][CH2:11][C:12]2[CH:17]=[C:16]([CH3:18])[CH:15]=[C:14]([NH2:19])[N:13]=2)=[CH:6][C:5]([C:21]2[CH:26]=[CH:25][C:24]([Cl:27])=[CH:23][CH:22]=2)=[CH:4][N:3]=1>ClCCl.CO>[NH2:19][C:14]1[CH:15]=[C:16]([CH3:18])[CH:17]=[C:12]([CH2:11][CH2:10][C:9]2[NH:1][C:2]3=[N:3][CH:4]=[C:5]([C:21]4[CH:26]=[CH:25][C:24]([Cl:27])=[CH:23][CH:22]=4)[CH:6]=[C:7]3[N:8]=2)[N:13]=1 |f:1.2|. Procedure details: 36 mg of N-[2-amino-5-(4-chloro-phenyl)-pyridin-3-yl]-3-(6-amino-4-methyl-pyridin-2-yl)-propionamide (compound A9) are treated with 2 g polyphosphoric acid at 125° C. for 24 h. Subsequent workup according to the procedure described herein for example A6 yields 6 mg of the title compound as a viscous oil after chromatography (dichloromethane/methanol 8:1). ESI-MS: 364.4/366.4 (MH+, 100%/36%). TLC: Rf=0.30 (dichloromethane/methanol 8:1).